Dataset: the Open Reaction Database (ORD), a public repository of structured organic reaction records. Task: describe an organic reaction: reactants, conditions, products, and yield Starting materials: COC(=O)c1ccc2c(c1)CC(C)(C)C(c1cccc(C(=O)NS(=O)(=O)c3ccccc3)c1)N2, CCOC(C)=O, CO, [Na+], [OH-]. Yields the product CC1(C)Cc2cc(C(=O)O)ccc2NC1c1cccc(C(=O)NS(=O)(=O)c2ccccc2)c1. Reaction SMILES: [CH3:1][C:2]1([CH3:34])[CH:3]([c:16]2[cH:17][c:18]([C:22]([NH:23][S:24](=[O:25])(=[O:26])[c:27]3[cH:28][cH:29][cH:30][cH:31][cH:32]3)=[O:33])[cH:19][cH:20][cH:21]2)[NH:4][c:5]2[cH:6][cH:7][c:8]([C:12](=[O:13])[O:14][CH3:15])[cH:9][c:10]2[CH2:11]1.[CH3:37][CH2:38][O:39][C:40](=[O:41])[CH3:42].[CH3:43][OH:44].[Na+:36].[OH-:35]>>[CH3:1][C:2]1([CH3:34])[CH:3]([c:16]2[cH:17][c:18]([C:22]([NH:23][S:24](=[O:25])(=[O:26])[c:27]3[cH:28][cH:29][cH:30][cH:31][cH:32]3)=[O:33])[cH:19][cH:20][cH:21]2)[NH:4][c:5]2[cH:6][cH:7][c:8]([C:12](=[O:13])[OH:14])[cH:9][c:10]2[CH2:11]1. Reactants: C1(=CC=C(C=C1)S(=O)(=O)O)C (p-toluenesulfonic acid), C(C=C)C1=C(C(=O)OC)C=CC(=C1O)[N+](=O)[O-] (methyl 2-allyl-3-hydroxy-4-nitro-benzoate), C([O-])(O)=O.[Na+] (sodium bicarbonate). Solvent: ClCCCl (1,2-dichloroethane). Run at time 48 hour. The product is CC1OC=2C(C1)=C(C=CC2[N+](=O)[O-])C(=O)OC (methyl 2-methyl-7-nitro-2,3-dihydrobenzofuran-4-carboxylate). Isolated yield 12.8%. RXN SMILES: [CH2:1]([C:4]1[C:13]([OH:14])=[C:12]([N+:15]([O-:17])=[O:16])[CH:11]=[CH:10][C:5]=1[C:6]([O:8][CH3:9])=[O:7])[CH:2]=[CH2:3].C1(C)C=CC(S(O)(=O)=O)=CC=1.C(=O)(O)[O-].[Na+]>ClCCCl>[CH3:3][CH:2]1[CH2:1][C:4]2=[C:5]([C:6]([O:8][CH3:9])=[O:7])[CH:10]=[CH:11][C:12]([N+:15]([O-:17])=[O:16])=[C:13]2[O:14]1 |f:2.3|. Procedure details: Methyl 2-allyl-3-hydroxy-4-nitro-benzoate 1d (800 mg, 3.30 mmol) was dissolved in 10 mL of 1,2-dichloroethane followed by the addition of 1 mL of p-toluenesulfonic acid. The reaction solution was stirred for 48 hours. The resulting solution was added with 10 mL of saturated sodium bicarbonate solution and extracted with dichloromethane (20 mL×3). The combined organic phase was washed with water (20 mL) and saturated sodium chloride solution (20 mL) successively, then dried over anhydrous magnesi...